Dataset: the Open Reaction Database (ORD), a public repository of structured organic reaction records. Task: describe an organic reaction: reactants, conditions, products, and yield Reactants: O=[N+]([O-])c1ccc(Br)cc1Br, CS(C)=O, N, O. Yields the product Nc1cc(Br)ccc1[N+](=O)[O-]. As a reaction SMILES: [Br:2][c:3]1[c:4]([N+:10](=[O:11])[O-:12])[cH:5][cH:6][c:7]([Br:9])[cH:8]1.[CH3:14][S:15]([CH3:16])=[O:17].[NH3:1].[OH2:13]>>[NH2:1][c:3]1[c:4]([N+:10](=[O:11])[O-:12])[cH:5][cH:6][c:7]([Br:9])[cH:8]1. Starting materials: CCO, CSc1ncc(CC2CCCCC2)c(=O)[nH]1, CCCN(CCCN)c1ccccn1, O, c1ccncc1. The product is CCCN(CCCNc1ncc(CC2CCCCC2)c(=O)[nH]1)c1ccccn1. Reaction SMILES: [CH2:32]([OH:33])[CH3:34].[CH3:15][S:16][c:17]1[n:18][cH:19][c:20]([CH2:24][CH:25]2[CH2:26][CH2:27][CH2:28][CH2:29][CH2:30]2)[c:21](=[O:23])[nH:22]1.[NH2:1][CH2:2][CH2:3][CH2:4][N:5]([CH2:6][CH2:7][CH3:8])[c:9]1[n:10][cH:11][cH:12][cH:13][cH:14]1.[OH2:31].[cH:35]1[cH:36][cH:37][n:38][cH:39][cH:40]1>>[NH:1]([CH2:2][CH2:3][CH2:4][N:5]([CH2:6][CH2:7][CH3:8])[c:9]1[n:10][cH:11][cH:12][cH:13][cH:14]1)[c:17]1[n:18][cH:19][c:20]([CH2:24][CH:25]2[CH2:26][CH2:27][CH2:28][CH2:29][CH2:30]2)[c:21](=[O:23])[nH:22]1. The reactants are Cl (HCl), OC=1C=CC=C2C=CC=NC12 (8-hydroxyquinoline), [I-].[Na+] (sodium iodide), [OH-].[Na+] (NaOH), [O-]Cl.[Na+] (NaOCl). Solvent: CO (methanol). Conditions: time 16 hour. Product: IC1=C2C=CC=NC2=C(C=C1)O (5-iodoquinolin-8-ol). RXN SMILES: [OH:1][C:2]1[CH:3]=[CH:4][CH:5]=[C:6]2[C:11]=1[N:10]=[CH:9][CH:8]=[CH:7]2.[I-:12].[Na+].[OH-].[Na+].[O-]Cl.[Na+].Cl>CO>[I:12][C:5]1[CH:4]=[CH:3][C:2]([OH:1])=[C:11]2[C:6]=1[CH:7]=[CH:8][CH:9]=[N:10]2 |f:1.2,3.4,5.6|. Procedure details: A solution of 8-hydroxyquinoline (25.00 g, 172 mmol), sodium iodide (27.10 g, 181 mmol), and 6M NaOH (30.14 mL, 181 mmol) in methanol at 0° C. was treated with 5.25% aqueous NaOCl (13.46 g, 181 mmol) dropwise over 4 hours, stirred for 16 hours, adjusted to pH 7 with 6M HCl and pH 7 buffer, and extracted with 5% methanol in ethyl acetate (3×200 mL). The combined extracts were washed with brine (100 mL), dried (Na2SO4), filtered, and concentrated. The concentrate was dissolved in 10% methanol/ethy... Reactants: Cl.NC=1C=C(C(=N)N)C=CC1N (3,4-diaminobenzamidine hydrochloride), C(C)ON=CC1=NC=CC(=C1)C(=O)OC (methyl 2-(C-ethoxyiminomethyl)pyridine-4-carboxylate). Solvent: CO (methanol). Yields the product C(N)(=N)C1=CC2=C(NC(=N2)C2=NC=CC(=C2)C(=O)OC)C=C1 (methyl 2-(5-amidino-1H-benzimidazol-2-yl)pyridine-4-carboxylate). Isolated yield 82.3%. As a reaction SMILES: Cl.[NH2:2][C:3]1[CH:4]=[C:5]([CH:9]=[CH:10][C:11]=1[NH2:12])[C:6]([NH2:8])=[NH:7].C(ON=[CH:17][C:18]1[CH:23]=[C:22]([C:24]([O:26][CH3:27])=[O:25])[CH:21]=[CH:20][N:19]=1)C>CO>[C:6]([C:5]1[CH:9]=[CH:10][C:11]2[NH:12][C:17]([C:18]3[CH:23]=[C:22]([C:24]([O:26][CH3:27])=[O:25])[CH:21]=[CH:20][N:19]=3)=[N:2][C:3]=2[CH:4]=1)(=[NH:8])[NH2:7] |f:0.1|. Procedure details: A mixture comprising 3,4-diaminobenzamidine hydrochloride (1.16 g, 6.2 mmol), methyl 2-(C-ethoxyiminomethyl)pyridine-4-carboxylate (1.8 g, 7.4 mmol) and anhydrous methanol (6 mL) was stirred for 20 hours. The mixture was concentrated and the residue was trituated with hot methanol (5 mL). The solid was isolated and dried to provide methyl 2-(5-amidino-1H-benzimidazol-2-yl)pyridine-4-carboxylate (1.8 g, 5.1 mmol); Calculated for C15H13N5O2 : 295.3, Found (MH+): 295.7. The reactants are CC(C)C(=O)Nc1cccc(C2CCN(CCC(O)c3ccc(Br)cc3)CC2)c1, COC(=O)c1ccc(O)cc1. The product is COC(=O)c1ccc(OC(CCN2CCC(c3cccc(NC(=O)C(C)C)c3)CC2)c2ccc(Br)cc2)cc1. As a reaction SMILES: [Br:1][c:2]1[cH:3][cH:4][c:5]([CH:8]([CH2:9][CH2:10][N:11]2[CH2:12][CH2:13][CH:14]([c:17]3[cH:18][c:19]([NH:23][C:24]([CH:25]([CH3:26])[CH3:27])=[O:28])[cH:20][cH:21][cH:22]3)[CH2:15][CH2:16]2)[OH:29])[cH:6][cH:7]1.[OH:30][c:31]1[cH:32][cH:33][c:34]([C:35](=[O:36])[O:37][CH3:38])[cH:39][cH:40]1>>[Br:1][c:2]1[cH:3][cH:4][c:5]([CH:8]([CH2:9][CH2:10][N:11]2[CH2:12][CH2:13][CH:14]([c:17]3[cH:18][c:19]([NH:23][C:24]([CH:25]([CH3:26])[CH3:27])=[O:28])[cH:20][cH:21][cH:22]3)[CH2:15][CH2:16]2)[O:29][c:31]2[cH:32][cH:33][c:34]([C:35](=[O:36])[O:37][CH3:38])[cH:39][cH:40]2)[cH:6][cH:7]1. Starting materials: C=C (ethylene), C(C(=C)C)(=O)OCC (ethyl methacrylate), C1(\C=C/C(=O)O1)=O (maleic anhydride). Yields the product C=C.C(C=C)(=O)OCC.C1(\C=C/C(=O)O1)=O (Ethylene/ethyl acrylate maleic anhydride). As a reaction SMILES: C=C.[C:3]([O:8][CH2:9][CH3:10])(=[O:7])[C:4](C)=[CH2:5].[C:11]1(=[O:17])[O:16][C:14](=[O:15])[CH:13]=[CH:12]1>>[CH2:3]=[CH2:4].[C:3]([O:8][CH2:9][CH3:10])(=[O:7])[CH:4]=[CH2:5].[C:14]1(=[O:15])[O:16][C:11](=[O:17])[CH:12]=[CH:13]1 |f:3.4.5|. Procedure details: (MFR=7.4 g/10 min, ethylene content=90.2% by weight, ethyl methacrylate content=6.2% by weight and maleic anhydride content=3.6% by weight) The reactants are C(C1=CC=CC=C1)OC(=O)NC(C(C)C)P(O)O (1-(benzyloxycarbonylamino)-2-methylpropylphosphonous acid), CC[C@H](C1=CC=CC=C1)N ((R)-(+)-methylbenzylamine). Solvent: C(C)O (ethanol), C(C)(=O)OCC (ethyl acetate). Yields the product C(C1=CC=CC=C1)OC(=O)N[C@@H](C(C)C)P(O)O ((R)-1-(benzyloxycarbonylamino)-2-methylpropylphosphonous acid). Isolated yield 32.4%. As a reaction SMILES: [CH2:1]([O:8][C:9]([NH:11][CH:12]([P:16]([OH:18])[OH:17])[CH:13]([CH3:15])[CH3:14])=[O:10])[C:2]1[CH:7]=[CH:6][CH:5]=[CH:4][CH:3]=1.CC[C@@H](N)C1C=CC=CC=1>C(O)C.C(OCC)(=O)C>[CH2:1]([O:8][C:9]([NH:11][C@H:12]([P:16]([OH:17])[OH:18])[CH:13]([CH3:15])[CH3:14])=[O:10])[C:2]1[CH:3]=[CH:4][CH:5]=[CH:6][CH:7]=1. Procedure details: A solution of 1-(benzyloxycarbonylamino)-2-methylpropylphosphonous acid (3.4 g, 12.5 mmol) in 20 mL of absolute ethanol was heated to reflux and (R)-(+)-methylbenzylamine (96% ee, 1.5 g, 12.5 mmol) was added. The resulting mixture was diluted with 120 mL of ethyl acetate. The precipitate was filtered off, washed with 100 mL of ethyl acetate and 100 mL of ether, dried in vacuo to afford (R)-1-(benzyloxycarbonylamino)-2-methylpropylphosphonous acid as a white solid (1.1 g) with a rotation [α]D=−10...